This data is from the Open Reaction Database (ORD), a public repository of structured organic reaction records. The task is: describe an organic reaction: reactants, conditions, products, and yield The reactants are CC(C)(C)OC(=O)NC1CCN(c2ccc(Oc3ccccc3)cc2)CC1, Cl, C1COCCO1. Yields the product Cl, NC1CCN(c2ccc(Oc3ccccc3)cc2)CC1. Reaction SMILES: [C:1]([O:2][C:3](=[O:4])[NH:7][CH:8]1[CH2:9][CH2:10][N:11]([c:14]2[cH:15][cH:16][c:17]([O:20][c:21]3[cH:22][cH:23][cH:24][cH:25][cH:26]3)[cH:18][cH:19]2)[CH2:12][CH2:13]1)([CH3:5])([CH3:6])[CH3:27].[ClH:28].[O:29]1[CH2:30][CH2:31][O:32][CH2:33][CH2:34]1>>[ClH:28].[NH2:7][CH:8]1[CH2:9][CH2:10][N:11]([c:14]2[cH:15][cH:16][c:17]([O:20][c:21]3[cH:22][cH:23][cH:24][cH:25][cH:26]3)[cH:18][cH:19]2)[CH2:12][CH2:13]1. The reactants are COCCOC, Clc1ccc2c(Cl)ccnc2n1, OB(O)c1ccccc1F, [Na+], [Na+], O=C([O-])[O-]. Product: Fc1ccccc1-c1ccc2c(Cl)ccnc2n1. As a reaction SMILES: [CH3:29][O:30][CH2:31][CH2:32][O:33][CH3:34].[Cl:1][c:2]1[n:3][c:4]2[n:5][cH:6][cH:7][c:8]([Cl:12])[c:9]2[cH:10][cH:11]1.[F:13][c:14]1[c:15]([B:20]([OH:21])[OH:22])[cH:16][cH:17][cH:18][cH:19]1.[Na+:23].[Na+:24].[O-:25][C:26](=[O:27])[O-:28]>>[c:2]1(-[c:15]2[c:14]([F:13])[cH:19][cH:18][cH:17][cH:16]2)[n:3][c:4]2[n:5][cH:6][cH:7][c:8]([Cl:12])[c:9]2[cH:10][cH:11]1. Solvent: CO (methanol), C1(=CC=CC=C1)C.C(C)(=O)OCC (toluene ethyl acetate), O (water), ClCCCl (1,2-dichloroethane). Product: C(C)OC=1C=C(C=CC1)C1=NNC(=N1)C1=C(C=CC=C1)COC(CCCCCCC)=O (3-(3-ethoxyphenyl)-5-(2-octanoyloxymethylphenyl)-1H-1,2,4-triazole). Isolated yield 61.0%. Starting materials: C(=O)([O-])[O-].[K+].[K+] (K2CO3), Cl (hydrochloric acid), monoacyloxy, OCC1=C(C=CC=C1)C1=NC(=NN1)C1=CC(=CC=C1)OCC (5-(2-hydroxymethylphenyl)-3-(3-ethoxyphenyl)-1H-1,2,4-triazole), C(CCCCCCC)(=O)Cl (octanoyl chloride), C(=O)(O)[O-].[Na+] (NaHCO3), N,O-diacyl. Procedure details: A mixture of 5-(2-hydroxymethylphenyl)-3-(3-ethoxyphenyl)-1H-1,2,4-triazole (2.36 g, 8 mmole) and octanoyl chloride (1.6 ml, 9.4 mmole) in 1,2-dichloroethane (24 ml) is heated to the reflux temperature with stirring. When the reaction, which is followed by thin layer chromatography (silica-gel plates, toluene: ethyl acetate 1:1), is complete, the reaction mixture is cooled to room temperature and methanol (8 ml) is added. Then an excess of NaHCO3 (1.21 g, 14.4 mmole) is added to neutralize the h... RXN SMILES: [OH:1][CH2:2][C:3]1[CH:8]=[CH:7][CH:6]=[CH:5][C:4]=1[C:9]1[NH:13][N:12]=[C:11]([C:14]2[CH:19]=[CH:18][CH:17]=[C:16]([O:20][CH2:21][CH3:22])[CH:15]=2)[N:10]=1.[C:23](Cl)(=[O:31])[CH2:24][CH2:25][CH2:26][CH2:27][CH2:28][CH2:29][CH3:30].C([O-])(O)=O.[Na+].Cl.C([O-])([O-])=O.[K+].[K+]>ClCCCl.O.CO.C1(C)C=CC=CC=1.C(OCC)(=O)C>[CH2:21]([O:20][C:16]1[CH:15]=[C:14]([C:11]2[N:10]=[C:9]([C:4]3[CH:5]=[CH:6][CH:7]=[CH:8][C:3]=3[CH2:2][O:1][C:23](=[O:31])[CH2:24][CH2:25][CH2:26][CH2:27][CH2:28][CH2:29][CH3:30])[NH:13][N:12]=2)[CH:19]=[CH:18][CH:17]=1)[CH3:22] |f:2.3,5.6.7,11.12|. Starting materials: CCCC[N+](CCCC)(CCCC)CCCC, [F-], C1CCOC1, O, COc1ccc(-c2cc3ccc(OC)cc3n2S(=O)(=O)c2ccccc2)c([N+](=O)[O-])c1. Yields the product COc1ccc(-c2cc3ccc(OC)cc3[nH]2)c([N+](=O)[O-])c1. Reaction SMILES: [CH3:33][CH2:34][CH2:35][CH2:36][N+:37]([CH2:38][CH2:39][CH2:40][CH3:41])([CH2:42][CH2:43][CH2:44][CH3:45])[CH2:46][CH2:47][CH2:48][CH3:49].[F-:32].[O:50]1[CH2:51][CH2:52][CH2:53][CH2:54]1.[OH2:55].[c:1]1([S:2](=[O:3])(=[O:4])[n:10]2[c:11](-[c:21]3[c:22]([N+:29](=[O:30])[O-:31])[cH:23][c:24]([O:27][CH3:28])[cH:25][cH:26]3)[cH:12][c:13]3[cH:14][cH:15][c:16]([O:19][CH3:20])[cH:17][c:18]23)[cH:5][cH:6][cH:7][cH:8][cH:9]1>>[nH:10]1[c:11](-[c:21]2[c:22]([N+:29](=[O:30])[O-:31])[cH:23][c:24]([O:27][CH3:28])[cH:25][cH:26]2)[cH:12][c:13]2[cH:14][cH:15][c:16]([O:19][CH3:20])[cH:17][c:18]12. The reactants are CC1=CC=CC(=N1)C(=N)N (6-methyl-pyridine-2-carboxamidine), CC1=CC=CC(=N1)C(=N)N (6-methyl-pyridine-2-carboxamidine), C(CC(=O)OC)(=O)OC (dimethyl malonate), C[O-].[Na+] (sodium methoxide). The solvent is CO (MeOH), CO (MeOH). Yields the product CC1=CC=CC(=N1)C1=NC(=CC(=N1)O)O (2-(6-Methyl-pyridin-2-yl)-pyrimidine-4,6-diol). As a reaction SMILES: [CH3:1][C:2]1[N:7]=[C:6]([C:8]([NH2:10])=[NH:9])[CH:5]=[CH:4][CH:3]=1.[C:11](OC)(=[O:17])[CH2:12][C:13](OC)=[O:14].C[O-].[Na+]>CO>[CH3:1][C:2]1[N:7]=[C:6]([C:8]2[N:10]=[C:13]([OH:14])[CH:12]=[C:11]([OH:17])[N:9]=2)[CH:5]=[CH:4][CH:3]=1 |f:2.3|. Reported procedure: A solution of 6-methyl-pyridine-2-carboxamidine (Intermediate B) (1.2 eq, 8.23 mmol, 1.41 g) in MeOH (5 ml) under an inert atmosphere of argon, at room temperature is treated with dimethyl malonate (1 eq, 6.86 mmol, 1.04 ml) and 0.5 M sodium methoxide in MeOH (3 eq, 20.6 mmol, 41.2 ml). The resulting mixture is heated at reflux overnight and then allowed to cool to room temperature. Silica is added and the solvent is removed in vacuo. Purification by flash chromatography eluting with 0-5% MeOH i... Starting materials: BrC=1C=CC2=C(C(=NCC=3N2C=NN3)C3=CC=CC=C3)C1 (8-bromo-6-phenyl-4H-s-triazolo[4,3-a][1,4]benzodiazepine), IN1C(CCC1=O)=O (N-iodosuccinimide), ice water, C([O-])(O)=O.[Na+] (sodium bicarbonate), [Cl-].[Na+] (sodium chloride). Solvent: C1=CC=CC=C1 (benzene). RXN SMILES: [Br:1][C:2]1[CH:3]=[CH:4][C:5]2[N:11]3[CH:12]=[N:13][N:14]=[C:10]3[CH2:9][N:8]=[C:7]([C:15]3[CH:20]=[CH:19][CH:18]=[CH:17][CH:16]=3)[C:6]=2[CH:21]=1.[I:22]N1C(=O)CCC1=O.C(=O)(O)[O-].[Na+].[Cl-].[Na+]>C1C=CC=CC=1>[Br:1][C:2]1[CH:3]=[CH:4][C:5]2[N:11]3[C:12]([I:22])=[N:13][N:14]=[C:10]3[CH2:9][N:8]=[C:7]([C:15]3[CH:20]=[CH:19][CH:18]=[CH:17][CH:16]=3)[C:6]=2[CH:21]=1 |f:2.3,4.5|. Yields the product BrC=1C=CC2=C(C(=NCC=3N2C(=NN3)I)C3=CC=CC=C3)C1 (8-Bromo-1-iodo-6-phenyl-4H-s-triazolo[4,3-a][1,4]benzodiazepine). Procedure: A stirred mixture of 0.339 gm (1 mmol) of 8-bromo-6-phenyl-4H-s-triazolo[4,3-a][1,4]benzodiazepine and 25 ml of benzene was treated with 0.242 gm (1.1 mmol) of N-iodosuccinimide and refluxed under nitrogen for 12 hr and 40 min. The mixture was cooled and was then mixed with ice water containing sodium bicarbonate and sodium chloride and was finally extracted with methylene chloride. The extract was washed with dilute sodium chloride, dried with sodium sulfate and concentrated in vacuo. The resid...